From a dataset of the Open Reaction Database (ORD), a public repository of structured organic reaction records. describe an organic reaction: reactants, conditions, products, and yield RXN SMILES: [Br:1][C:2]1[CH:15]=[C:14]([N+:16]([O-])=O)[CH:13]=[CH:12][C:3]=1[O:4][CH2:5][CH2:6][N:7]([CH2:10][CH3:11])[CH2:8][CH3:9].ClCCl.CO>C(OCC)(=O)C>[Br:1][C:2]1[CH:15]=[C:14]([NH2:16])[CH:13]=[CH:12][C:3]=1[O:4][CH2:5][CH2:6][N:7]([CH2:10][CH3:11])[CH2:8][CH3:9] |f:1.2|. The solvent is C(C)(=O)OCC (ethyl acetate). Yields the product BrC=1C=C(C=CC1OCCN(CC)CC)N (3-bromo-4-(2-diethylaminoethoxy)phenylamine). Starting materials: BrC1=C(OCCN(CC)CC)C=CC(=C1)[N+](=O)[O-] ([2-(2-bromo-4-nitrophenoxy)ethyl]diethylamine), ClCCl.CO (dichloromethane methanol). Reported procedure: Prepared analogously to Example 3.1.b. from 1.10 g (3.47 mmol) of [2-(2-bromo-4-nitrophenoxy)ethyl]diethylamine in ethyl acetate. Yield: 0.58 g (58% of theory); C12H19BrN2O (M=287.202); calc.: molecular ion peak (M+H)+: 287/289; found: molecular ion peak (M+H)+: 287/289; Rf value: 0.30 (silica gel, dichloromethane/methanol (9:1)).